From a dataset of the Open Reaction Database (ORD), a public repository of structured organic reaction records. describe an organic reaction: reactants, conditions, products, and yield The reactants are [Na+].N1N=C(N=C1)C(=O)[NH-] (s-triazole carboxamide sodium salt), C(C=1C(O)=CC=CC1)(=O)Cl (salicyloyl chloride), 4A. The solvent is C(C)#N (acetonitrile). Conditions: time 16 hour. Product: C(C=1C(O)=CC=CC1)(=O)C1=NC(=NN1)C(=O)N (Salicyloyl-s-triazole-3-carboxamide). RXN SMILES: [Na+].[NH:2]1[CH:6]=[N:5][C:4]([C:7]([NH-:9])=[O:8])=[N:3]1.[C:10](Cl)(=[O:18])[C:11]1[C:12](=[CH:14][CH:15]=[CH:16][CH:17]=1)[OH:13]>C(#N)C>[C:10]([C:6]1[NH:2][N:3]=[C:4]([C:7]([NH2:9])=[O:8])[N:5]=1)(=[O:18])[C:11]1[C:12](=[CH:14][CH:15]=[CH:16][CH:17]=1)[OH:13] |f:0.1|. Reported procedure: A 25 ml. portion of dry acetonitrile is added to a mixture of 1.3 g. of the s-triazole carboxamide sodium salt and 2 g. of salicyloyl chloride followed by a few pellets of 4A molecular sieves. The mixture is stirred at room temperature for 16 hours and then filtered through Celite. The colorless solid is obtained on evaporating the filtrate is washed with diethyl ether; yield, 1 g., m.p. 147°-150° C. (dec.). Its infrared spectrum is essentially the same as that obtained from the product in Examp...